Dataset: the Open Reaction Database (ORD), a public repository of structured organic reaction records. Task: describe an organic reaction: reactants, conditions, products, and yield Yields the product C(C1=CC=CC=C1)(=O)OC(CO[C@@H]1[C@H](OCC2=CC=CC=C2)[C@@H](OCC2=CC=CC=C2)[C@@H](OCC2=CC=CC=C2)[C@H](O1)COCC1=CC=CC=C1)CO[C@@H]1[C@H](OCC2=CC=CC=C2)[C@@H](OCC2=CC=CC=C2)[C@@H](OCC2=CC=CC=C2)[C@H](O1)COCC1=CC=CC=C1 (2-O-Benzoyl-1,3-bis-O-(2,3,4,6-tetra-O-benzyl-α-D-galactopyranosyl)glycerol). The yield is 85.7%. Starting materials: C(C1=CC=CC=C1)(=O)OC(CO[C@@H]1[C@H](OCC2=CC=CC=C2)[C@@H](OCC2=CC=CC=C2)[C@@H](OCC2=CC=CC=C2)[C@H](O1)COCC1=CC=CC=C1)CO (2-O-Benzoyl-1-O-(2,3,4,6-tetra-O-benzyl-α-D-galactopyranosyl)glycerol), O-(2,3,4,6-tetra-O-benzyl-α-D-galactopyranosyl)trichloroacetimidate, C(=O)(O)[O-].[Na+] (NaHCO3). Solvent: CCOCC (ether). Reaction conditions: time 10 minute. As a reaction SMILES: [C:1]([O:9][CH:10]([CH2:52][OH:53])[CH2:11][O:12][C@H:13]1[O:42][C@H:41]([CH2:43][O:44][CH2:45][C:46]2[CH:51]=[CH:50][CH:49]=[CH:48][CH:47]=2)[C@H:32]([O:33][CH2:34][C:35]2[CH:40]=[CH:39][CH:38]=[CH:37][CH:36]=2)[C@H:23]([O:24][CH2:25][C:26]2[CH:31]=[CH:30][CH:29]=[CH:28][CH:27]=2)[C@H:14]1[O:15][CH2:16][C:17]1[CH:22]=[CH:21][CH:20]=[CH:19][CH:18]=1)(=[O:8])[C:2]1[CH:7]=[CH:6][CH:5]=[CH:4][CH:3]=1.[C:54]([O-:57])(O)=O.[Na+]>CCOCC>[C:1]([O:9][CH:10]([CH2:52][O:53][C@H:13]1[O:42][C@H:41]([CH2:43][O:57][CH2:54][C:7]2[CH:2]=[CH:3][CH:4]=[CH:5][CH:6]=2)[C@H:32]([O:33][CH2:34][C:35]2[CH:40]=[CH:39][CH:38]=[CH:37][CH:36]=2)[C@H:23]([O:24][CH2:25][C:26]2[CH:31]=[CH:30][CH:29]=[CH:28][CH:27]=2)[C@H:14]1[O:15][CH2:16][C:17]1[CH:18]=[CH:19][CH:20]=[CH:21][CH:22]=1)[CH2:11][O:12][C@H:13]1[O:42][C@H:41]([CH2:43][O:44][CH2:45][C:46]2[CH:47]=[CH:48][CH:49]=[CH:50][CH:51]=2)[C@H:32]([O:33][CH2:34][C:35]2[CH:36]=[CH:37][CH:38]=[CH:39][CH:40]=2)[C@H:23]([O:24][CH2:25][C:26]2[CH:31]=[CH:30][CH:29]=[CH:28][CH:27]=2)[C@H:14]1[O:15][CH2:16][C:17]1[CH:18]=[CH:19][CH:20]=[CH:21][CH:22]=1)(=[O:8])[C:2]1[CH:3]=[CH:4][CH:5]=[CH:6][CH:7]=1 |f:1.2|. Procedure: Trimethylsilyl trifluomethanesulfonate (35 μL, 0.19 mmol) was added dropwise to a stirred solution of the glycerol 39 (376 mg, 0.523 mmol) and O-(2,3,4,6-tetra-O-benzyl-α-D-galactopyranosyl)trichloroacetimidate (385 mg, 0.562 mmol) in dry ether (20 mL) under argon. After 90 min. solid NaHCO3 (100 mg) was added and the mixture stirred for a further 10 min. The reaction mixture was partitioned between ether (50 mL) and sat. NaHCO3 (40 mL). The aqueous phase was re-extracted with ether (50 mL) and ... Starting materials: C(C)OC(CNNC(C1=CC=C(C=C1)C(C)C)=O)=O (Ethyl[2-(4-isopropylbenzoyl)hydrazino]acetate), P(=O)(Cl)(Cl)Cl (phosphorus oxychloride). Product: C(C)(C)C1=CC=C(C=C1)C1=NNC(O1)=O (5-(4-isopropylphenyl)-1,3,4-oxadiazol-2(3H)-one). The yield is 58.0%. As a reaction SMILES: C(OC(=O)[CH2:5][NH:6][NH:7][C:8](=[O:18])[C:9]1[CH:14]=[CH:13][C:12]([CH:15]([CH3:17])[CH3:16])=[CH:11][CH:10]=1)C.P(Cl)(Cl)(Cl)=[O:21]>>[CH:15]([C:12]1[CH:13]=[CH:14][C:9]([C:8]2[O:18][C:5](=[O:21])[NH:6][N:7]=2)=[CH:10][CH:11]=1)([CH3:17])[CH3:16]. Procedure: Ethyl[2-(4-isopropylbenzoyl)hydrazino]acetate (4.85 g, 19.4 mmol) is treated with phosphorus oxychloride (50 mL), heated to reflux for 3 h, and then poured onto ice. The precipitate is collected and washed thoroughly with water and dried in the air to furnish 5-(4-isopropylphenyl)-1,3,4-oxadiazol-2(3H)-one (2.30 g, 58%) MS (ES+): m/e 205. Reactants: O=C([O-])[O-], CS(C)=O, ClCc1ccc(Cl)cc1, [I-], [K+], [K+], [K+], O=C1NCCN1, O. Product: O=C1NCCN1Cc1ccc(Cl)cc1. Reaction SMILES: [C:7](=[O:8])([O-:9])[O-:10].[CH3:24][S:25]([CH3:26])=[O:27].[Cl:15][c:16]1[cH:17][cH:18][c:19]([CH2:20][Cl:21])[cH:22][cH:23]1.[I-:14].[K+:11].[K+:12].[K+:13].[NH:1]1[C:2](=[O:6])[NH:3][CH2:4][CH2:5]1.[OH2:28]>>[N:1]1([CH2:20][c:19]2[cH:18][cH:17][c:16]([Cl:15])[cH:23][cH:22]2)[C:2](=[O:6])[NH:3][CH2:4][CH2:5]1.